Dataset: the Open Reaction Database (ORD), a public repository of structured organic reaction records. Task: describe an organic reaction: reactants, conditions, products, and yield Reactants: COC(=O)C=1C(=C2C=C(C(N(C2=C(N1)C1=CC=NC=C1)CC1=CC=CC=C1)=O)C1=CC=CC=C1)O (1-benzyl-5-hydroxy-2-oxo-3-phenyl-8-pyridin-4-yl-1,2-dihydro-[1,7]naphthyridine-6-carboxylic acid methyl ester), NCCC(=O)O (β-alanine), C[O-].[Na+] (NaOMe). Solvent: C(=O)(O)[O-].[Na+] (NaHCO3). Product: C(C1=CC=CC=C1)N1C(C(=CC2=C(C(=NC(=C12)C1=CC=NC=C1)C(=O)NCCC(=O)O)O)C1=CC=CC=C1)=O (3-[(1-Benzyl-5-hydroxy-2-oxo-3-phenyl-8-pyridin-4-yl-1,2-dihydro-[1,7]naphthyridine-6-carbonyl)-amino]-propionic acid). Yield: 34.5%. Reaction SMILES: CO[C:3]([C:5]1[C:6]([OH:35])=[C:7]2[C:12](=[C:13]([C:15]3[CH:20]=[CH:19][N:18]=[CH:17][CH:16]=3)[N:14]=1)[N:11]([CH2:21][C:22]1[CH:27]=[CH:26][CH:25]=[CH:24][CH:23]=1)[C:10](=[O:28])[C:9]([C:29]1[CH:34]=[CH:33][CH:32]=[CH:31][CH:30]=1)=[CH:8]2)=[O:4].[NH2:36][CH2:37][CH2:38][C:39]([OH:41])=[O:40].C[O-].[Na+]>C([O-])(O)=O.[Na+]>[CH2:21]([N:11]1[C:12]2[C:7](=[C:6]([OH:35])[C:5]([C:3]([NH:36][CH2:37][CH2:38][C:39]([OH:41])=[O:40])=[O:4])=[N:14][C:13]=2[C:15]2[CH:16]=[CH:17][N:18]=[CH:19][CH:20]=2)[CH:8]=[C:9]([C:29]2[CH:30]=[CH:31][CH:32]=[CH:33][CH:34]=2)[C:10]1=[O:28])[C:22]1[CH:27]=[CH:26][CH:25]=[CH:24][CH:23]=1 |f:2.3,4.5|. Reported procedure: A mixture of 1-benzyl-5-hydroxy-2-oxo-3-phenyl-8-pyridin-4-yl-1,2-dihydro-[1,7]naphthyridine-6-carboxylic acid methyl ester (36 mg, 0.078 mmol), β-alanine (693 mg, 7.8 mmol) and NaOMe solution (11.7 mL, 5.8 mmol, 0.5 M in MeOH) was refluxed for 16 h. After the mixture was cooled to r.t., the solvent was evaporated in vacuo. The residue was partitioned between EtOAc and water. 1 M HCl was added with vigorous stirring until pH was about 3-4. The aqueous layer was extracted with additional EtOAc, a... Reactants: ClCCl, ClCCCl, COC(=O)c1cnccc1C(F)(F)F, O=C(OC(=O)C(F)(F)F)C(F)(F)F, NC(N)=O, [Na+], [OH-], OO, O=P(Cl)(Cl)Cl. Product: COC(=O)c1cnc(Cl)cc1C(F)(F)F. RXN SMILES: [Cl:41][CH2:42][Cl:43].[Cl:44][CH2:45][CH2:46][Cl:47].[F:1][C:2]([c:3]1[c:4]([C:9](=[O:10])[O:11][CH3:12])[cH:5][n:6][cH:7][cH:8]1)([F:13])[F:14].[F:21][C:22]([F:23])([F:24])[C:25]([O:26][C:27](=[O:28])[C:29]([F:30])([F:31])[F:32])=[O:33].[NH2:15][C:16]([NH2:17])=[O:18].[Na+:40].[OH-:39].[OH:19][OH:20].[P:34]([Cl:35])([Cl:36])([Cl:37])=[O:38]>>[F:1][C:2]([c:3]1[c:4]([C:9](=[O:10])[O:11][CH3:12])[cH:5][n:6][c:7]([Cl:36])[cH:8]1)([F:13])[F:14]. Reactants: COC(=O)c1cc(-c2ccc(C(F)(F)F)cc2)nn1C, CO, Cl, [Na+], [OH-], O. Yields the product Cn1nc(-c2ccc(C(F)(F)F)cc2)cc1C(=O)O. As a reaction SMILES: [CH3:1][n:2]1[n:3][c:4](-[c:11]2[cH:12][cH:13][c:14]([C:17]([F:18])([F:19])[F:20])[cH:15][cH:16]2)[cH:5][c:6]1[C:7](=[O:8])[O:9][CH3:10].[CH3:21][OH:22].[ClH:25].[Na+:24].[OH-:23].[OH2:26]>>[CH3:1][n:2]1[n:3][c:4](-[c:11]2[cH:12][cH:13][c:14]([C:17]([F:18])([F:19])[F:20])[cH:15][cH:16]2)[cH:5][c:6]1[C:7](=[O:8])[OH:9]. Reactants: CCOC(=O)C(C)C(C)=O, Cc1ccc([N+](=O)[O-])c(N)c1, CCO, Cl, [K+], O=N[O-], [Na+], [OH-], O. Product: CCOC(=O)C(C)=NNc1cc(C)ccc1[N+](=O)[O-]. Reaction SMILES: [CH3:17][CH:18]([C:19](=[O:20])[O:21][CH2:22][CH3:23])[C:24]([CH3:25])=[O:26].[CH3:1][c:2]1[cH:3][cH:4][c:5]([N+:9](=[O:10])[O-:11])[c:6]([NH2:7])[cH:8]1.[CH3:29][CH2:30][OH:31].[ClH:12].[K+:28].[N:13]([O-:14])=[O:15].[Na+:16].[OH-:27].[OH2:32]>>[CH3:1][c:2]1[cH:3][cH:4][c:5]([N+:9](=[O:10])[O-:11])[c:6]([NH:7][N:13]=[C:18]([CH3:17])[C:19](=[O:20])[O:21][CH2:22][CH3:23])[cH:8]1.